Dataset: the Open Reaction Database (ORD), a public repository of structured organic reaction records. Task: describe an organic reaction: reactants, conditions, products, and yield Yields the product IC1=C(C=CC(=C1)C=1C=NC(=CC1)C(F)(F)F)O (2-iodo-4-[6-(trifluoromethyl)pyridin-3-yl]phenol). Reaction conditions: time 18 hour. The reactants are IN1C(CCC1=O)=O (N-iodosuccinimide), S(O)(O)(=O)=O (sulphuric acid), FC(C1=CC=C(C=N1)C1=CC=C(C=C1)O)(F)F (4-(6-(Trifluoromethyl)pyridin-3-yl)phenol), IN1C(CCC1=O)=O (N-iodosuccinimide). Reaction SMILES: [F:1][C:2]([F:17])([F:16])[C:3]1[N:8]=[CH:7][C:6]([C:9]2[CH:14]=[CH:13][C:12]([OH:15])=[CH:11][CH:10]=2)=[CH:5][CH:4]=1.S(=O)(=O)(O)O.[I:23]N1C(=O)CCC1=O>C(O)(=O)C.ClCCl.CC#N>[I:23][C:11]1[CH:10]=[C:9]([C:6]2[CH:7]=[N:8][C:3]([C:2]([F:1])([F:16])[F:17])=[CH:4][CH:5]=2)[CH:14]=[CH:13][C:12]=1[OH:15]. Reported procedure: 4-(6-(Trifluoromethyl)pyridin-3-yl)phenol (Preparation 61, 1.24 g, 5.18 mmol) was dissolved in a mixture of acetic acid (10 mL), dichloromethane (10 mL) and CH3CN (10 mL) at room temperature. Concentrated sulphuric acid (0.5 mL) was then added followed by N-iodosuccinimide (1.052 g, 4.67 mmol). The reaction was stirred at room temperature for 18 hours. A further aliquot of N-iodosuccinimide (116 mg, 0.518 mmol) was added and the reaction mixture was stirred for one hour and concentrated in vacuo... Solvent: C(C)(=O)O (acetic acid), ClCCl (dichloromethane), CC#N (CH3CN). Reactants: COC1=CC=CC=2C=C(OC21)C(=O)O (7-Methoxybenzofuran-2-carboxylic acid), C1(CCCC1)N (cyclopentylamine). Yields the product C1(CCCC1)NC(=O)C=1OC2=C(C1)C=CC=C2OC (N-cyclopentyl-7-methoxybenzofuran-2-carboxamide). As a reaction SMILES: [CH3:1][O:2][C:3]1[C:11]2[O:10][C:9]([C:12]([OH:14])=O)=[CH:8][C:7]=2[CH:6]=[CH:5][CH:4]=1.[CH:15]1([NH2:20])[CH2:19][CH2:18][CH2:17][CH2:16]1>>[CH:15]1([NH:20][C:12]([C:9]2[O:10][C:11]3[C:3]([O:2][CH3:1])=[CH:4][CH:5]=[CH:6][C:7]=3[CH:8]=2)=[O:14])[CH2:19][CH2:18][CH2:17][CH2:16]1. Procedure details: Substantially the same procedure as in Example 219 was repeated using a starting material, 7-Methoxybenzofuran-2-carboxylic acid, and cyclopentylamine to give N-cyclopentyl-7-methoxybenzofuran-2-carboxamide (Compound 299a). Successively, it was formylated to give N-cyclopentyl-4-formyl-7-methoxybenzofuran-2-carboxamide (Compound 299b), then compound 299b was reacted with methylamine hydrochloride to give compound 299 as a white solid.